Task: describe an organic reaction: reactants, conditions, products, and yield. Dataset: the Open Reaction Database (ORD), a public repository of structured organic reaction records Starting materials: B(OC(C)C)(OC(C)C)OC(C)C (Triisopropyl borate), BrC1=CC=C(C=C1)S(=O)(=O)N1CCN(CC1)C (1-[(4-bromophenyl)sulfonyl]-4-methylpiperazine), NC=1C(=NC(=CN1)Br)C(=O)OC (methyl 3-amino-6-bromo-2-pyrazinecarboxylate), Cl (HCl), C([O-])([O-])=O.[Na+].[Na+] (Sodium carbonate), C(CCC)[Li] (n-butyllithium). Reagents/catalysts: C1=CC=C(C=C1)P([C-]2C=CC=C2)C3=CC=CC=C3.C1=CC=C(C=C1)P([C-]2C=CC=C2)C3=CC=CC=C3.Cl[Pd]Cl.[Fe+2] (Pd(dppf)Cl2). The solvent is O1CCCC1 (tetrahydrofuran). Reaction conditions: temperature -78 celsius, time 30 minute. The product is NC=1C(=NC(=CN1)C1=CC=C(C=C1)S(=O)(=O)N1CCN(CC1)C)C(=O)OC (Methyl 3-amino-6-[4-[(4-methyl-1-piperazinyl)sulfonyl]phenyl]pyrazine-2-carboxylate). Isolated yield 69.0%. Reaction SMILES: B(OC(C)C)(OC(C)C)OC(C)C.Br[C:15]1[CH:20]=[CH:19][C:18]([S:21]([N:24]2[CH2:29][CH2:28][N:27]([CH3:30])[CH2:26][CH2:25]2)(=[O:23])=[O:22])=[CH:17][CH:16]=1.C([Li])CCC.Cl.C(=O)([O-])[O-].[Na+].[Na+].[NH2:43][C:44]1[C:45]([C:51]([O:53][CH3:54])=[O:52])=[N:46][C:47](Br)=[CH:48][N:49]=1>O1CCCC1.C1C=CC(P(C2C=CC=CC=2)[C-]2C=CC=C2)=CC=1.C1C=CC(P(C2C=CC=CC=2)[C-]2C=CC=C2)=CC=1.Cl[Pd]Cl.[Fe+2]>[NH2:43][C:44]1[C:45]([C:51]([O:53][CH3:54])=[O:52])=[N:46][C:47]([C:15]2[CH:20]=[CH:19][C:18]([S:21]([N:24]3[CH2:29][CH2:28][N:27]([CH3:30])[CH2:26][CH2:25]3)(=[O:23])=[O:22])=[CH:17][CH:16]=2)=[CH:48][N:49]=1 |f:4.5.6,9.10.11.12|. Reported procedure: Triisopropyl borate (2.7 mL, 11.6 mmol) was added to a solution of 1-[(4-bromophenyl)sulfonyl]-4-methylpiperazine in (1.24 g, 3.87 mmol; described: in Keasling, H. H. et el. J. Med. Chem. 1965, 8, 548-550) in anhydrous tetrahydrofuran (25 mL) at −78° C. under an atmosphere of nitrogen, followed by dropwise addition of n-butyllithium (9.8 mL, 15.5 mmol). The resulting mixture was stirred at −78° C. for 30 min, then allowed to warm to room temperature. HCl (3 M aq, 7.8 mL, 23.2 mmol) was added and... Starting materials: CS(=O)(=O)O, COC(=O)C(=O)c1ccc(O)cc1, COc1cc(OCCO)cc(OC)c1OC, CN(C)C=O, [H-], [Na+]. The product is COC(=O)C(=O)c1ccc(OCCOc2cc(OC)c(OC)c(OC)c2)cc1. RXN SMILES: [CH3:16][S:17]([OH:18])(=[O:19])=[O:20].[CH3:1][O:2][C:3]([C:4]([c:5]1[cH:6][cH:7][c:8]([OH:11])[cH:9][cH:10]1)=[O:12])=[O:13].[CH3:21][O:22][c:23]1[cH:24][c:25]([O:26][CH2:27][CH2:28][OH:29])[cH:30][c:31]([O:35][CH3:36])[c:32]1[O:33][CH3:34].[CH3:37][N:38]([CH3:39])[CH:40]=[O:41].[H-:14].[Na+:15]>>[CH3:1][O:2][C:3]([C:4]([c:5]1[cH:6][cH:7][c:8]([O:11][CH2:28][CH2:27][O:26][c:25]2[cH:24][c:23]([O:22][CH3:21])[c:32]([O:33][CH3:34])[c:31]([O:35][CH3:36])[cH:30]2)[cH:9][cH:10]1)=[O:12])=[O:13]. Reactants: ClC1=NC=C(C(=N1)C(=C)OCC)F (2-chloro-4-(1-ethoxyvinyl)-5-fluoropyrimidine), [OH-].[K+] (Potassium hydroxide). Solvent: Cl (HCl). Conditions: time 6 hour. Yields the product ClC1=NC=C(C(=N1)C(C)=O)F (1-(2-chloro-5-fluoropyrimidin-4-yl)ethanone). RXN SMILES: [Cl:1][C:2]1[N:7]=[C:6]([C:8]([O:10]CC)=[CH2:9])[C:5]([F:13])=[CH:4][N:3]=1.[OH-].[K+]>Cl>[Cl:1][C:2]1[N:7]=[C:6]([C:8](=[O:10])[CH3:9])[C:5]([F:13])=[CH:4][N:3]=1 |f:1.2|. Procedure: A mixture of 2-chloro-4-(1-ethoxyvinyl)-5-fluoropyrimidine (5.23 g, 25.81 mmol) in 3N HCl (100 mL) was stirred at rt for 6 h. Potassium hydroxide (50%) was added to give a cloudy mixture (pH was still less than 1) and extracted cloudy mixture with EtOAc. More potassium hydroxide (50%) was added and extracted with EtOAc. Again, more potassium hydroxide (50%) was added until pH=7 and extracted with EtOAc. The combined organic layer dried (MgSO4), filtered, concentrated and purified by CombiFlash (... Reactants: CC(C)(C)C(Cn1cnc2cc(Cl)c(Cl)cc21)OC(=O)Oc1ccc([N+](=O)[O-])cc1, CN(C)C=O, CCN(C(C)C)C(C)C, Cl, Cl, CCCCC(N)C(O)CNS(=O)(=O)c1ccccn1, CCCCC(N)C(O)CNS(=O)(=O)c1ccccn1. The product is CCCCC(NC(=O)OC(Cn1cnc2cc(Cl)c(Cl)cc21)C(C)(C)C)C(O)CNS(=O)(=O)c1ccccn1. Reaction SMILES: [C:41]([O:42][CH:43]([C:44]([CH3:45])([CH3:46])[CH3:47])[CH2:48][n:49]1[cH:50][n:51][c:52]2[c:53]1[cH:54][c:55]([Cl:59])[c:56]([Cl:58])[cH:57]2)([O:60][c:62]1[cH:63][cH:64][c:65]([N+:66]([O-:67])=[O:68])[cH:69][cH:70]1)=[O:61].[CH3:80][N:81]([CH3:82])[CH:83]=[O:84].[CH:71]([N:72]([CH:73]([CH3:74])[CH3:75])[CH2:76][CH3:77])([CH3:78])[CH3:79].[ClH:1].[ClH:21].[NH2:22][CH:23]([CH2:24][CH2:25][CH2:26][CH3:27])[CH:28]([OH:29])[CH2:30][NH:31][S:32]([c:33]1[cH:34][cH:35][cH:36][cH:37][n:38]1)(=[O:39])=[O:40].[NH2:2][CH:3]([CH:4]([CH2:5][NH:6][S:7](=[O:8])(=[O:9])[c:10]1[n:11][cH:12][cH:13][cH:14][cH:15]1)[OH:16])[CH2:17][CH2:18][CH2:19][CH3:20]>>[NH:2]([CH:3]([CH:4]([CH2:5][NH:6][S:7](=[O:8])(=[O:9])[c:10]1[n:11][cH:12][cH:13][cH:14][cH:15]1)[OH:16])[CH2:17][CH2:18][CH2:19][CH3:20])[C:41]([O:42][CH:43]([C:44]([CH3:45])([CH3:46])[CH3:47])[CH2:48][n:49]1[cH:50][n:51][c:52]2[c:53]1[cH:54][c:55]([Cl:59])[c:56]([Cl:58])[cH:57]2)=[O:60]. The reactants are COC(=O)c1cc(C(=O)c2nc(-c3cccc(OC)c3)c3ccccn23)ccc1N, [Na+], C1COCCO1, [OH-]. Yields the product COc1cccc(-c2nc(C(=O)c3ccc(N)c(C(=O)O)c3)n3ccccc23)c1. As a reaction SMILES: [NH2:3][c:4]1[c:5]([C:6](=[O:7])[O:8][CH3:9])[cH:10][c:11]([C:14](=[O:15])[c:16]2[n:17][c:18](-[c:25]3[cH:26][c:27]([O:31][CH3:32])[cH:28][cH:29][cH:30]3)[c:19]3[n:20]2[cH:21][cH:22][cH:23][cH:24]3)[cH:12][cH:13]1.[Na+:2].[O:33]1[CH2:34][CH2:35][O:36][CH2:37][CH2:38]1.[OH-:1]>>[NH2:3][c:4]1[c:5]([C:6](=[O:7])[OH:8])[cH:10][c:11]([C:14](=[O:15])[c:16]2[n:17][c:18](-[c:25]3[cH:26][c:27]([O:31][CH3:32])[cH:28][cH:29][cH:30]3)[c:19]3[n:20]2[cH:21][cH:22][cH:23][cH:24]3)[cH:12][cH:13]1. Reactants: Cl.ClC1=C(OC2=C(N)C=CC=C2)C=CC(=C1)Cl (2-(2,4-Dichlorophenoxy)aniline HCl), BrC=1C=C(C=NC1Cl)S(=O)(=O)Cl (5-bromo-6-chloropyridine-3-sulfonyl chloride). The solvent is N1=CC=CC=C1 (pyridine), C(C)(=O)OCC (ethyl acetate), Cl (HCl). Conditions: time 1 hour. Yields the product BrC=1C=C(C=NC1Cl)S(=O)(=O)NC1=C(C=CC=C1)OC1=C(C=C(C=C1)Cl)Cl (5-bromo-6-chloro-N-[2-(2,4-dichlorophenoxy)phenyl]pyridine-3-sulfonamide). RXN SMILES: Cl.[Cl:2][C:3]1[CH:16]=[C:15]([Cl:17])[CH:14]=[CH:13][C:4]=1[O:5][C:6]1[CH:12]=[CH:11][CH:10]=[CH:9][C:7]=1[NH2:8].[Br:18][C:19]1[CH:20]=[C:21]([S:26](Cl)(=[O:28])=[O:27])[CH:22]=[N:23][C:24]=1[Cl:25]>N1C=CC=CC=1.C(OCC)(=O)C.Cl>[Br:18][C:19]1[CH:20]=[C:21]([S:26]([NH:8][C:7]2[CH:9]=[CH:10][CH:11]=[CH:12][C:6]=2[O:5][C:4]2[CH:13]=[CH:14][C:15]([Cl:17])=[CH:16][C:3]=2[Cl:2])(=[O:28])=[O:27])[CH:22]=[N:23][C:24]=1[Cl:25] |f:0.1|. Reported procedure: 2-(2,4-Dichlorophenoxy)aniline HCl (1.14 g, 3.94 mmol) and 5-bromo-6-chloropyridine-3-sulfonyl chloride (1.26 g, 4.33 mmol) were dissolved in pyridine (4 mL) and allowed to stir at ambient temperature for 1 hour. The reaction mixture was then diluted with 100 mL of ethyl acetate, 80 mL of 0.5 M HCl. The organic layer was washed successively with 100 mL of 0.5 M HCl, twice with 100 mL of water, 100 mL of half-saturated brine and finally 100 mL of brine. Drying of the organic layer over sodium sul...